This data is from the Open Reaction Database (ORD), a public repository of structured organic reaction records. The task is: describe an organic reaction: reactants, conditions, products, and yield Reported procedure: A solution of lithium diisopropylamide (1.8 M in THF, 0.70 mL, 1.3 mmol) in anhydrous THF (1.0 mL) was added dropwise to a stirred solution of 4-bromo-2-methyl-quinolin-8-ol (100 mg, 0.420 mmol) in anhydrous THF (1.0 mL) at −80° C. After stirring for 1 h at −80° C., a solution of N-fluorobenzenesulfonimide (331 mg, 1.05 mmol) in anhydrous THF (1 mL) was added dropwise at −100° C. The reaction mixture was allowed to warm to −20° C. and was then quenched by the addition of concentrated aqueous NH4... Reactants: C1=CC=C(C=C1)S(=O)(=O)N(F)S(=O)(=O)C2=CC=CC=C2 (N-fluorobenzenesulfonimide), C(C)(C)[N-]C(C)C.[Li+] (lithium diisopropylamide), BrC1=CC(=NC2=C(C=CC=C12)O)C (4-bromo-2-methyl-quinolin-8-ol). Reaction conditions: temperature -80 celsius, time 1 hour. Reaction SMILES: C([N-]C(C)C)(C)C.[Li+].[Br:9][C:10]1[C:19]2[C:14](=[C:15]([OH:20])[CH:16]=[CH:17][CH:18]=2)[N:13]=[C:12]([CH3:21])[CH:11]=1.C1C=CC(S(N(S(C2C=CC=CC=2)(=O)=O)[F:32])(=O)=O)=CC=1>C1COCC1>[Br:9][C:10]1[C:19]2[C:14](=[C:15]([OH:20])[CH:16]=[CH:17][CH:18]=2)[N:13]=[C:12]([CH2:21][F:32])[CH:11]=1 |f:0.1|. The product is BrC1=CC(=NC2=C(C=CC=C12)O)CF (4-Bromo-2-fluoromethyl-quinolin-8-ol). The solvent is C1CCOC1 (THF), C1CCOC1 (THF), C1CCOC1 (THF). Reactants: NC1=C(C=C(C=C1OC)Cl)CC#N ((2-amino-5-chloro-3-methoxyphenyl)acetonitrile). Run in C(C)(=O)O (acetic acid). The product is Cl.ClC=1C=C2CC(NC2=C(C1)OC)=N (5-chloro-7-methoxy-1,3-dihydroindol-2-ylideneamine hydrochloride). The yield is 126.0%. As a reaction SMILES: [NH2:1][C:2]1[C:7]([O:8][CH3:9])=[CH:6][C:5]([Cl:10])=[CH:4][C:3]=1[CH2:11][C:12]#[N:13]>C(O)(=O)C>[ClH:10].[Cl:10][C:5]1[CH:4]=[C:3]2[C:2](=[C:7]([O:8][CH3:9])[CH:6]=1)[NH:1][C:12](=[NH:13])[CH2:11]2 |f:2.3|. Procedure details: In accordance with Example No. 3, 15 g of (2-amino-5-chloro-3-methoxyphenyl)acetonitrile were brought to reflux in 150 ml of acetic acid. 11.2 g of 5-chloro-7-methoxy-1,3-dihydroindol-2-ylideneamine hydrochloride were obtained (yield=63.6%). Reactants: C(C)(C)NC(C)C (diisopropylamine), BrCCCC(=O)OCC (ethyl 4-bromobutyrate). The solvent is C(C)O (ethanol). Yields the product C(C)(C)N(CCCC(=O)OCC)C(C)C (Ethyl 4-diisopropylaminobutyrate). Yield: 21.4%. RXN SMILES: [CH:1]([NH:4][CH:5]([CH3:7])[CH3:6])([CH3:3])[CH3:2].Br[CH2:9][CH2:10][CH2:11][C:12]([O:14][CH2:15][CH3:16])=[O:13]>C(O)C>[CH:1]([N:4]([CH:5]([CH3:7])[CH3:6])[CH2:9][CH2:10][CH2:11][C:12]([O:14][CH2:15][CH3:16])=[O:13])([CH3:3])[CH3:2]. Procedure details: Ethyl 4-diisopropylaminobutyrate may be obtained in the following manner: diisopropylamine (40.4 g) is added dropwise to a solution of ethyl 4-bromobutyrate (39 g) in ethanol (80 cc). The solution obtained is heated to reflux for 6 hours. After the insoluble material formed has been filtered off, the filtrate is concentrated to dryness under reduced pressure (2.7 kPa). The residue is taken up with distilled water (15 cc) and 4 N aqueous hydrochloric acid solution (100 cc). The aqueous phase is w... Starting materials: ClC1=CC=C2C(=CC(=NC2=C1)C(=O)OC)O (methyl 7-chloro-4-hydroxy-2-quinoline-carboxylate), BrCC(=O)OC (methyl bromoacetate). The product is ClC1=CC=C2C(=CC(=NC2=C1)C(=O)OC)OCC(=O)OC (methyl 7-chloro-4-methoxycarbonylmethyloxy-2-quinolinecarboxylate). RXN SMILES: [Cl:1][C:2]1[CH:11]=[C:10]2[C:5]([C:6]([OH:16])=[CH:7][C:8]([C:12]([O:14][CH3:15])=[O:13])=[N:9]2)=[CH:4][CH:3]=1.Br[CH2:18][C:19]([O:21][CH3:22])=[O:20]>>[Cl:1][C:2]1[CH:11]=[C:10]2[C:5]([C:6]([O:16][CH2:18][C:19]([O:21][CH3:22])=[O:20])=[CH:7][C:8]([C:12]([O:14][CH3:15])=[O:13])=[N:9]2)=[CH:4][CH:3]=1. Procedure: The purified methyl 7-chloro-4-hydroxy-2-quinoline-carboxylate was alkylated with methyl bromoacetate as described in example 2 to produce methyl 7-chloro-4-methoxycarbonylmethyloxy-2-quinolinecarboxylate as a white solid having a melting point of 153.5°-154.5° C. The reactants are [OH-].[K+] (potassium hydroxide), Cl (hydrochloric acid), OC=1C=C2CCC(CC2=CC1)C(=O)O (1,2,3,4-tetrahydro-6-hydroxynaphthalene-2-carboxylic acid), C(C1=CC=CC=C1)Br (benzyl bromide), [K] (potassium). The reagents and catalysts are [I-].[Na+] (sodium iodide). Solvent: O (water), C(C)O (ethanol), O (water). Reaction conditions: temperature 100 celsius. The product is C(C1=CC=CC=C1)OC=1C=C2CCC(CC2=CC1)C(=O)O (1,2,3,4-tetrahydro-6-benzyloxynaphthalene-2-carboxylic acid). Isolated yield 92.8%. RXN SMILES: [OH:1][C:2]1[CH:3]=[C:4]2[C:9](=[CH:10][CH:11]=1)[CH2:8][CH:7]([C:12]([OH:14])=[O:13])[CH2:6][CH2:5]2.[CH2:15](Br)[C:16]1[CH:21]=[CH:20][CH:19]=[CH:18][CH:17]=1.[K].[OH-].[K+].Cl>O.[I-].[Na+].C(O)C>[CH2:15]([O:1][C:2]1[CH:3]=[C:4]2[C:9](=[CH:10][CH:11]=1)[CH2:8][CH:7]([C:12]([OH:14])=[O:13])[CH2:6][CH2:5]2)[C:16]1[CH:21]=[CH:20][CH:19]=[CH:18][CH:17]=1 |f:3.4,7.8,^1:22|. Procedure: A mixture of 10.60 g (50 mmol) of 1,2,3,4-tetrahydro-6-hydroxynaphthalene-2-carboxylic acid, 12.85 g (75 mmol) of benzyl bromide, 6.6 g (100 mmol) of 85% potassium hydrooxide, 0.525 g (3.5 mmol) of sodium iodide, 200 ml of ethanol and 25 ml of distilled water was heated under reflux at 100° C. for 12 hours. To this reaction mixture was added 50 ml of 10% potassium hydroxide, followed by heating under reflux at that temperature for 2 hours. After allowing the reaction system to cool up to room te...